This data is from the Open Reaction Database (ORD), a public repository of structured organic reaction records. The task is: describe an organic reaction: reactants, conditions, products, and yield Product: CSc1nc(-c2ccc(Cl)cc2)c(-c2ccccc2)c2nn(Cc3ccc(C(F)(F)F)nc3)c(=O)n12. RXN SMILES: [Cl:1][c:2]1[cH:3][cH:4][c:5](-[c:8]2[c:9](-[c:20]3[cH:21][cH:22][cH:23][cH:24][cH:25]3)[c:10]3[n:11]([c:12]([S:14][CH3:15])[n:13]2)[c:16](=[O:19])[nH:17][n:18]3)[cH:6][cH:7]1.[Cl:26][CH2:27][c:28]1[cH:29][cH:30][c:31]([C:34]([F:35])([F:36])[F:37])[n:32][cH:33]1.[K+:38].[K+:39].[O-:40][C:41]([O-:42])=[O:43].[O:44]=[CH:45][N:46]([CH3:47])[CH3:48]>>[Cl:1][c:2]1[cH:3][cH:4][c:5](-[c:8]2[c:9](-[c:20]3[cH:21][cH:22][cH:23][cH:24][cH:25]3)[c:10]3[n:11]([c:12]([S:14][CH3:15])[n:13]2)[c:16](=[O:19])[n:17]([CH2:27][c:28]2[cH:29][cH:30][c:31]([C:34]([F:35])([F:36])[F:37])[n:32][cH:33]2)[n:18]3)[cH:6][cH:7]1. Starting materials: CSc1nc(-c2ccc(Cl)cc2)c(-c2ccccc2)c2n[nH]c(=O)n12, FC(F)(F)c1ccc(CCl)cn1, [K+], [K+], O=C([O-])[O-], CN(C)C=O. Reactants: S(=O)(=O)(O)[O-].[Na+] (sodium hydrogensulfate), C(=O)C1=C(C(=C(C=2C(COC21)C2=CC=C(C=C2)C(C)C)C)NC(CC(C)(C)C)=O)C (N-(7-Formyl-3-(4-isopropylphenyl)-4,6-dimethyl-2,3-dihydro-1-benzofuran-5-yl)-3,3-dimethylbutanamide), P(=O)(O)(O)[O-].[Na+] (sodium dihydrogenphosphate), OO (hydrogen peroxide), Cl(=O)[O-].[Na+] (sodium chlorite), Cl (hydrochloric acid). Run in C(C)#N (acetonitrile), O (water), O (water). Conditions: time 2 hour. The product is CC(CC(=O)NC=1C(=C(C2=C(C(CO2)C2=CC=C(C=C2)C(C)C)C1C)C(=O)O)C)(C)C (5-((3,3-Dimethylbutanoyl)amino)-3-(4-isopropylphenyl)-4,6-dimethyl-2,3-dihydro-1-benzofuran-7-carboxylic acid). Yield: 269.1%. RXN SMILES: [CH:1]([C:3]1[C:11]2[O:10][CH2:9][CH:8]([C:12]3[CH:17]=[CH:16][C:15]([CH:18]([CH3:20])[CH3:19])=[CH:14][CH:13]=3)[C:7]=2[C:6]([CH3:21])=[C:5]([NH:22][C:23](=[O:29])[CH2:24][C:25]([CH3:28])([CH3:27])[CH3:26])[C:4]=1[CH3:30])=[O:2].P([O-])(O)(O)=[O:32].[Na+].OO.Cl([O-])=O.[Na+].S([O-])(O)(=O)=O.[Na+].Cl>C(#N)C.O>[CH3:26][C:25]([CH3:28])([CH3:27])[CH2:24][C:23]([NH:22][C:5]1[C:4]([CH3:30])=[C:3]([C:1]([OH:32])=[O:2])[C:11]2[O:10][CH2:9][CH:8]([C:12]3[CH:17]=[CH:16][C:15]([CH:18]([CH3:20])[CH3:19])=[CH:14][CH:13]=3)[C:7]=2[C:6]=1[CH3:21])=[O:29] |f:1.2,4.5,6.7|. Procedure details: To a mixed solution of N-(7-formyl-3-(4-isopropylphenyl)-4,6-dimethyl-2,3-dihydro-1-benzofuran-5-yl)-3,3-dimethylbutanamide (500 mg, 1.23 mmol) obtained in Example 20, sodium dihydrogenphosphate (40 mg), and hydrogen peroxide (0.125 mL) in acetonitrile (5 mL)-water (2 mL) was added at room temperature a solution of sodium chlorite (190 mg, 1.69 mmol) in water (2 mL) and the resulting mixture was stirred at the same temperature for 2 hours. To the reaction solution was added an aqueous sodium hyd...